Dataset: the Open Reaction Database (ORD), a public repository of structured organic reaction records. Task: describe an organic reaction: reactants, conditions, products, and yield Reactants: C#CCCN1CCC(O)(c2ccc(Cl)cc2)CC1, CCCCN, Nc1ccc(I)cc1, [Pd], c1ccc(P(c2ccccc2)c2ccccc2)cc1, c1ccc(P(c2ccccc2)c2ccccc2)cc1, c1ccc(P(c2ccccc2)c2ccccc2)cc1, c1ccc(P(c2ccccc2)c2ccccc2)cc1. Product: Nc1ccc(C#CCCN2CCC(O)(c3ccc(Cl)cc3)CC2)cc1. RXN SMILES: [CH2:1]([CH2:2][C:3]#[CH:4])[N:5]1[CH2:6][CH2:7][C:8]([OH:11])([c:12]2[cH:13][cH:14][c:15]([Cl:18])[cH:16][cH:17]2)[CH2:9][CH2:10]1.[CH2:27]([NH2:28])[CH2:29][CH2:30][CH3:31].[I:19][c:20]1[cH:21][cH:22][c:23]([NH2:24])[cH:25][cH:26]1.[Pd:32].[c:33]1([P:34]([c:35]2[cH:36][cH:37][cH:38][cH:39][cH:40]2)[c:41]2[cH:42][cH:43][cH:44][cH:45][cH:46]2)[cH:47][cH:48][cH:49][cH:50][cH:51]1.[c:52]1([P:53]([c:54]2[cH:55][cH:56][cH:57][cH:58][cH:59]2)[c:60]2[cH:61][cH:62][cH:63][cH:64][cH:65]2)[cH:66][cH:67][cH:68][cH:69][cH:70]1.[c:71]1([P:72]([c:73]2[cH:74][cH:75][cH:76][cH:77][cH:78]2)[c:79]2[cH:80][cH:81][cH:82][cH:83][cH:84]2)[cH:85][cH:86][cH:87][cH:88][cH:89]1.[c:90]1([P:91]([c:92]2[cH:93][cH:94][cH:95][cH:96][cH:97]2)[c:98]2[cH:99][cH:100][cH:101][cH:102][cH:103]2)[cH:104][cH:105][cH:106][cH:107][cH:108]1>>[CH2:1]([CH2:2][C:3]#[C:4][c:20]1[cH:21][cH:22][c:23]([NH2:24])[cH:25][cH:26]1)[N:5]1[CH2:6][CH2:7][C:8]([OH:11])([c:12]2[cH:13][cH:14][c:15]([Cl:18])[cH:16][cH:17]2)[CH2:9][CH2:10]1.